Dataset: the Open Reaction Database (ORD), a public repository of structured organic reaction records. Task: describe an organic reaction: reactants, conditions, products, and yield Reactants: ClC1=C(N)C=C(C=C1)C(F)(F)F (2-chloro-5-trifluoromethylaniline), C(C)(=O)O (acetic acid), Cl (HCl), N(=O)[O-].[Na+] (NaNO2), CaO, C(=O)C=C (acrolein), Cl (HCl). Reagents/catalysts: Cl[Cu] (CuCl). Run in CC(=O)C (acetone), O (water). Run at temperature 0 celsius. The product is ClC(C=O)CC1=C(C=CC(=C1)C(F)(F)F)Cl (α-chloro-β-(2-chloro-5-trifluoromethylphenyl)propionaldehyde). The yield is 50.0%. Reaction SMILES: [Cl:1][C:2]1[CH:8]=[CH:7][C:6]([C:9]([F:12])([F:11])[F:10])=[CH:5][C:3]=1N.C(O)(=O)C.N([O-])=O.[Na+].[CH:21]([CH:23]=[CH2:24])=[O:22].[ClH:25]>O.CC(C)=O.Cl[Cu]>[Cl:25][CH:23]([CH2:24][C:3]1[CH:5]=[C:6]([C:9]([F:12])([F:11])[F:10])[CH:7]=[CH:8][C:2]=1[Cl:1])[CH:21]=[O:22] |f:2.3|. Procedure details: 195.5 g (1 mole) of 2-chloro-5-trifluoromethylaniline are added to a mixture of 280 ml of concentrated HCl and 280 ml of acetic acid. After the mixture has been cooled to 0° C., 75 g of NaNO2 dissolved in 150 ml of water are slowly added to the mixture, the temperature being maintained between 0° and 3° C. At the same temperature, a mixture of 5 g of CaO and 60 g of acrolein dissolved in 250 ml of acetone is then introduced. A solution of 1 g of CuCl in 20 ml of concentrated HCl is then added; t...